This data is from the Open Reaction Database (ORD), a public repository of structured organic reaction records. The task is: describe an organic reaction: reactants, conditions, products, and yield Starting materials: ClC1=NN=C(C2=CC=C(C=C12)OC)CC1CC1 (1-chloro-4-cyclopropylmethyl-7-methoxyphthalazine), NC1CCN(CC1)CC1=CC2=CC=CC=C2C=C1 (4-amino-1-(naphthalen-2-ylmethyl)piperidine). The product is C1(CC1)CC1=NN=C(C2=CC(=CC=C12)OC)NC1CCN(CC1)CC1=CC2=CC=CC=C2C=C1 (4-Cyclopropylmethyl-7-methoxy-N-[1-(naphthalen-2-ylmethyl)piperidin-4-yl]phthalazin-1-amine). As a reaction SMILES: Cl[C:2]1[C:11]2[C:6](=[CH:7][CH:8]=[C:9]([O:12][CH3:13])[CH:10]=2)[C:5]([CH2:14][CH:15]2[CH2:17][CH2:16]2)=[N:4][N:3]=1.[NH2:18][CH:19]1[CH2:24][CH2:23][N:22]([CH2:25][C:26]2[CH:35]=[CH:34][C:33]3[C:28](=[CH:29][CH:30]=[CH:31][CH:32]=3)[CH:27]=2)[CH2:21][CH2:20]1>>[CH:15]1([CH2:14][C:5]2[C:6]3[C:11](=[CH:10][C:9]([O:12][CH3:13])=[CH:8][CH:7]=3)[C:2]([NH:18][CH:19]3[CH2:20][CH2:21][N:22]([CH2:25][C:26]4[CH:35]=[CH:34][C:33]5[C:28](=[CH:29][CH:30]=[CH:31][CH:32]=5)[CH:27]=4)[CH2:23][CH2:24]3)=[N:3][N:4]=2)[CH2:17][CH2:16]1. Procedure: This compound is obtained according to the procedure described in 1.4. by reacting 1-chloro-4-cyclopropylmethyl-7-methoxyphthalazine with 4-amino-1-(naphthalen-2-ylmethyl)piperidine. The reactants are C(C)(C)OC=1N=C2C(C(NC2=CC1)=O)C(C1=CC=CS1)=O (5-isopropoxy-3-(2-thenoyl)-4-azaoxindole), C(C)#N (acetonitrile), ClS(=O)(=O)NC=O (N-chlorosulfonyl carboxamide), C(C)(C)OC=1N=C2C(C(NC2=CC1)=O)C(C1=CC=CS1)=O (5-isopropoxy-3-(2-thenoyl)-4-azaoxindole), C(=NS(=O)(=O)Cl)=O (N-chlorosulfonyl isocyanate). Run in C(Cl)(Cl)Cl (chloroform). Product: C(C)(C)OC=1N=C2C(C(N(C2=CC1)C(=O)N)=O)C(C1=CC=CS1)=O (5-Isopropoxy-3-(2-thenoyl)-4-azaoxindole-1-carboxamide). As a reaction SMILES: [CH:1]([O:4][C:5]1[N:6]=[C:7]2[C:11](=[CH:12][CH:13]=1)[NH:10][C:9](=[O:14])[CH:8]2[C:15](=[O:21])[C:16]1[S:20][CH:19]=[CH:18][CH:17]=1)([CH3:3])[CH3:2].[C:22](=[O:28])=[N:23]S(Cl)(=O)=O.C(#N)C.ClS(NC=O)(=O)=O>C(Cl)(Cl)Cl>[CH:1]([O:4][C:5]1[N:6]=[C:7]2[C:11](=[CH:12][CH:13]=1)[N:10]([C:22]([NH2:23])=[O:28])[C:9](=[O:14])[CH:8]2[C:15](=[O:21])[C:16]1[S:20][CH:19]=[CH:18][CH:17]=1)([CH3:3])[CH3:2]. Reported procedure: The title compound was prepared from 5-isopropoxy-3-(2-thenoyl)-4-azaoxindole (Example 9C) according to the procedure of Example 2C, using 5-isopropoxy-3-(2-thenoyl)-4-azaoxindole (70 mg, 0.23 mmol), N-chlorosulfonyl isocyanate (25 L, 0.29 mmol) and acetonitrile (1.5 mL). Reaction time: 4 hours. The crude N-chlorosulfonyl carboxamide was hydrolysed by stirring in chloroform for 3 days. After removal of the solvent in vacuo, the product was purified by flash chromatography on silica gel using 2:1... The reactants are ClC=1C=CC(=C(C1Cl)N)N (5,6-Dichloro-1,2-phenylenediamine), C(C)(C)N=C=S (isopropyl isothiocyanate), C1(CCCCC1)N=C=NC1CCCCC1 (dicyclohexyl carbodiimide). Run in N1=CC=CC=C1 (pyridine). The product is ClC1=CC2=C(NC(=N2)NC(C)C)C=C1Cl (5,6-Dichloro-N-(1-methylethyl)-1H-benzimidazol-2-amine). The yield is 55.4%. Reaction SMILES: [Cl:1][C:2]1[CH:3]=[CH:4][C:5]([NH2:10])=[C:6](N)[C:7]=1[Cl:8].C(N=C=S)(C)C.[CH:17]1([N:23]=[C:24]=[N:25]C2CCCCC2)[CH2:22]CCC[CH2:18]1>N1C=CC=CC=1>[Cl:1][C:2]1[C:7]([Cl:8])=[CH:6][C:5]2[NH:10][C:24]([NH:23][CH:17]([CH3:22])[CH3:18])=[N:25][C:4]=2[CH:3]=1. Procedure: 5,6-Dichloro-1,2-phenylenediamine (0.61 g, 3.4 mmol), isopropyl isothiocyanate (0.39 g, 3.8 mmol), dicyclohexyl carbodiimide (1.06 g, 5.14 mmol) and pyridine (10 L) were used according to general procedure I. The product was recrystallized from acetonitrile to afford a tan solid (0.46 g, 60%); m.p. 218-220° C.